describe an organic reaction: reactants, conditions, products, and yield From a dataset of the Open Reaction Database (ORD), a public repository of structured organic reaction records. The reactants are COC=1C=C(C=C(C1OC)OC)[C@@H]2C=3C=C4C(=CC3[C@@H]([C@@H]5[C@@H]2C(=O)OC5)O)OCO4 (podophyllotoxin), Cl (hydrochloric acid). Run in C(Cl)Cl (CH2Cl2), C(C)OCC (ethyl ether). The product is COC=1C=C(C=C(C1O)OC)[C@@H]2C=3C=C4C(=CC3[C@H]([C@@H]5[C@@H]2C(=O)OC5)O)OCO4 (4'-demethylepipodophyllotoxin). Reaction SMILES: [CH3:1][O:2][C:3]1[CH:4]=[C:5]([C@H:13]2[C@H:22]3[C:23]([O:25][CH2:26][C@@H:21]3[C@@H:20]([OH:27])[C:19]3[CH:18]=[C:17]4[O:28][CH2:29][O:30][C:16]4=[CH:15][C:14]2=3)=[O:24])[CH:6]=[C:7]([O:11][CH3:12])[C:8]=1[O:9]C.Cl>C(Cl)Cl.C(OCC)C>[CH3:12][O:11][C:7]1[CH:6]=[C:5]([C@H:13]2[C@H:22]3[C:23]([O:25][CH2:26][C@@H:21]3[C@H:20]([OH:27])[C:19]3[CH:18]=[C:17]4[O:28][CH2:29][O:30][C:16]4=[CH:15][C:14]2=3)=[O:24])[CH:4]=[C:3]([O:2][CH3:1])[C:8]=1[OH:9]. Reported procedure: 1 g of podophyllotoxin I is dissolved in a mixture of 15 ml of CH2Cl2 and 5 ml of ethyl ether. A slight stream of gaseous hydrochloric acid is introduced into the solution for 15 min at -10° C. and then stirring is maintained at this temperature for 1 h. After evaporating the reaction mixture without heating, 0.54 g of D,L-methionine and then 5 ml of methanesulfonic acid are added. After dissolving and stirring for 1 h with return to ordinary temperature, the reaction mixture is plunged into a w...